This data is from the Open Reaction Database (ORD), a public repository of structured organic reaction records. The task is: describe an organic reaction: reactants, conditions, products, and yield Starting materials: ClCCCBr, CCNCC, CC(C)=O, [Na+], [OH-]. Product: CCN(CC)CCCCl. As a reaction SMILES: [Br:8][CH2:9][CH2:10][CH2:11][Cl:12].[CH2:1]([CH3:2])[NH:3][CH2:4][CH3:5].[CH3:13][C:14](=[O:15])[CH3:16].[Na+:7].[OH-:6]>>[CH2:1]([CH3:2])[N:3]([CH2:4][CH3:5])[CH2:9][CH2:10][CH2:11][Cl:12]. The reactants are ClC1=NC=C(C(=C1F)C)I (2-chloro-3-fluoro-5-iodo-4-methyl-pyridine), F[C@@H]1[C@@H](C1)C(=O)NC=1N=CC2=CC(=CC=C2C1)B1OC(C(O1)(C)C)(C)C ((1S,2S)-2-fluoro-N-(7-(4,4,5,5-tetramethyl-1,3,2-dioxaborolan-2-yl)isoquinolin-3-yl)cyclopropanecarboxamide). Yields the product ClC1=C(C(=C(C=N1)C1=CC=C2C=C(N=CC2=C1)NC(=O)[C@H]1[C@H](C1)F)C)F ((1S,2S)—N-(7-(6-chloro-5-fluoro-4-methylpyridin-3-yl)isoquinolin-3-yl)-2-fluorocyclopropanecarboxamide). Reaction SMILES: [Cl:1][C:2]1[C:7]([F:8])=[C:6]([CH3:9])[C:5](I)=[CH:4][N:3]=1.[F:11][C@H:12]1[CH2:14][C@H:13]1[C:15]([NH:17][C:18]1[N:19]=[CH:20][C:21]2[C:26]([CH:27]=1)=[CH:25][CH:24]=[C:23](B1OC(C)(C)C(C)(C)O1)[CH:22]=2)=[O:16]>>[Cl:1][C:2]1[N:3]=[CH:4][C:5]([C:23]2[CH:22]=[C:21]3[C:26]([CH:27]=[C:18]([NH:17][C:15]([C@@H:13]4[CH2:14][C@@H:12]4[F:11])=[O:16])[N:19]=[CH:20]3)=[CH:25][CH:24]=2)=[C:6]([CH3:9])[C:7]=1[F:8]. Procedure details: The title compound was prepared following a procedure similar to that described for Example 12, using 2-chloro-3-fluoro-5-iodo-4-methyl-pyridine and (1S,2S)-2-fluoro-N-(7-(4,4,5,5-tetramethyl-1,3,2-dioxaborolan-2-yl)isoquinolin-3-yl)cyclopropanecarboxamide, and was carried forward without purification; 0.407 g (98%). Starting materials: C(C)(=O)OC=1C=C(C(=O)Cl)C=C(C1)OC(C)=O (3,5-diacetoxybenzoylchloride), N(=NC(C#N)(C)C)C(C#N)(C)C (2,2′-azobisisobutyronitril), SC1=[N+](C=CC=C1)[O-] (2-mercaptopyridine-1-oxid), BrC(Cl)(Cl)Cl (bromotrichloromethane). The product is C(C)(=O)OC=1C=C(C=C(C1)OC(C)=O)Br (3,5-diacetoxybromobenzene). Yield: 58.0%. As a reaction SMILES: SC1C=CC=C[N+]=1[O-].[C:9]([O:12][C:13]1[CH:14]=[C:15]([CH:19]=[C:20]([O:22][C:23](=[O:25])[CH3:24])[CH:21]=1)C(Cl)=O)(=[O:11])[CH3:10].N(C(C)(C)C#N)=NC(C)(C)C#N.[Br:38]C(Cl)(Cl)Cl>>[C:9]([O:12][C:13]1[CH:14]=[C:15]([Br:38])[CH:19]=[C:20]([O:22][C:23](=[O:25])[CH3:24])[CH:21]=1)(=[O:11])[CH3:10]. Procedure details: 2.6 g (17.5 mmol) 2-mercaptopyridine-1-oxid was dissolved in 30.0 ml bromotrichloromethane and heated to reflux. A mixture of 4.04 g (15 mmol) 3,5-diacetoxybenzoylchloride and 433 mg (2.5 mmol) 2,2′-azobisisobutyronitril dissolved in 30.0 ml bromotrichlioromethane were added dropwise at the same temperature. After additional 2 hours of refluxing the reaction mixture was cooled to room temperature and concentrated in vacuum. Chromatographic purification over silica gel employing a 9:1 (v/v) mixtu... The reactants are CC1([N+](=O)[O-])C(Br)=C(Br)C(=O)C(Br)=C1Br, CCOC(C)=O, CCCCC12CCC(=O)C=C1c1cc(F)c(N)cc1C2, O=C(O)C(F)(F)F. The product is CCCCC12CCC(=O)C([N+](=O)[O-])=C1c1cc(F)c(N)cc1C2. RXN SMILES: [Br:21][C:22]1=[C:34]([Br:35])[C:32]([N+:29](=[O:30])[O-:31])([CH3:33])[C:27]([Br:28])=[C:25]([Br:26])[C:23]1=[O:24].[CH3:43][CH2:44][O:45][C:46]([CH3:47])=[O:48].[NH2:1][c:2]1[c:3]([F:20])[cH:4][c:5]2[c:13]([cH:14]1)[CH2:12][C:11]1([CH2:15][CH2:16][CH2:17][CH3:18])[C:6]2=[CH:7][C:8](=[O:19])[CH2:9][CH2:10]1.[OH:36][C:37]([C:38]([F:39])([F:40])[F:41])=[O:42]>>[NH2:1][c:2]1[c:3]([F:20])[cH:4][c:5]2[c:13]([cH:14]1)[CH2:12][C:11]1([CH2:15][CH2:16][CH2:17][CH3:18])[C:6]2=[C:7]([N+:29](=[O:30])[O-:31])[C:8](=[O:19])[CH2:9][CH2:10]1. The reactants are CCOC(C)=O, COC1Cn2ccc(=O)c(OCc3ccccc3)c2C(c2ccccc2)O1, COC(Cn1ccc(=O)c(OCc2ccccc2)c1C(OC1CCCCO1)c1ccccc1)OC, CCO, CO, Cl. Yields the product COC1Cn2ccc(=O)c(O)c2C(c2ccccc2)O1. RXN SMILES: [C:66]([O:67][CH2:68][CH3:69])(=[O:70])[CH3:71].[CH2:1]([c:2]1[cH:3][cH:4][cH:5][cH:6][cH:7]1)[O:8][c:9]1[c:10](=[O:27])[cH:11][cH:12][n:13]2[c:14]1[CH:15]([c:21]1[cH:22][cH:23][cH:24][cH:25][cH:26]1)[O:16][CH:17]([O:19][CH3:20])[CH2:18]2.[CH2:28]([O:29][c:30]1[c:31](=[O:32])[cH:33][cH:34][n:35]([CH2:36][CH:37]([O:38][CH3:39])[O:40][CH3:41])[c:42]1[CH:43]([c:44]1[cH:45][cH:46][cH:47][cH:48][cH:49]1)[O:50][CH:51]1[CH2:52][CH2:53][CH2:54][CH2:55][O:56]1)[c:57]1[cH:58][cH:59][cH:60][cH:61][cH:62]1.[CH2:63]([OH:64])[CH3:65].[CH3:72][OH:73].[ClH:74]>>[OH:8][c:9]1[c:10](=[O:27])[cH:11][cH:12][n:13]2[c:14]1[CH:15]([c:21]1[cH:22][cH:23][cH:24][cH:25][cH:26]1)[O:16][CH:17]([O:19][CH3:20])[CH2:18]2.